Task: describe an organic reaction: reactants, conditions, products, and yield. Dataset: the Open Reaction Database (ORD), a public repository of structured organic reaction records Reactants: [OH-].[Na+] (sodium hydroxide), COC(CC=1C=C(C=C(C1)O)C1=C(C=C(C=C1)C(CC)(C1=CC(=C(C=C1)CCC(C(C)(C)C)O)C)CC)C)=O ((4′-{1-ethyl-1-[4-(3-hydroxy-4,4-dimethyl-pentyl)-3-methyl-phenyl]-propyl}-5-hydroxy-2′-methyl-biphenyl-3-yl)acetic acid methyl ester), Cl (hydrochloric acid). Run in CO (methanol). Conditions: time 7 hour. The product is C(C)C(CC)(C1=CC(=C(C=C1)CCC(C(C)(C)C)O)C)C1=CC(=C(C=C1)C1=CC(=CC(=C1)O)CC(=O)O)C ((4′-{1-ethyl-1-[4-(3-hydroxy-4,4-dimethyl-pentyl)-3-methyl-phenyl]-propyl}-5-hydroxy-2′-methyl-biphenyl-3-yl)-acetic Acid). Yield: 99.7%. As a reaction SMILES: [OH-].[Na+].C[O:4][C:5](=[O:41])[CH2:6][C:7]1[CH:8]=[C:9]([C:14]2[CH:19]=[CH:18][C:17]([C:20]([CH2:38][CH3:39])([C:23]3[CH:28]=[CH:27][C:26]([CH2:29][CH2:30][CH:31]([OH:36])[C:32]([CH3:35])([CH3:34])[CH3:33])=[C:25]([CH3:37])[CH:24]=3)[CH2:21][CH3:22])=[CH:16][C:15]=2[CH3:40])[CH:10]=[C:11]([OH:13])[CH:12]=1.Cl>CO>[CH2:21]([C:20]([C:17]1[CH:18]=[CH:19][C:14]([C:9]2[CH:10]=[C:11]([OH:13])[CH:12]=[C:7]([CH2:6][C:5]([OH:41])=[O:4])[CH:8]=2)=[C:15]([CH3:40])[CH:16]=1)([C:23]1[CH:28]=[CH:27][C:26]([CH2:29][CH2:30][CH:31]([OH:36])[C:32]([CH3:34])([CH3:35])[CH3:33])=[C:25]([CH3:37])[CH:24]=1)[CH2:38][CH3:39])[CH3:22] |f:0.1|. Reported procedure: A 2 N sodium hydroxide aqueous solution (0.10 mL) was added to a solution of (4′-{1-ethyl-1-[4-(3-hydroxy-4,4-dimethyl-pentyl)-3-methyl-phenyl]-propyl}-5-hydroxy-2′-methyl-biphenyl-3-yl)acetic acid methyl ester (Example 164-(4); 17.5 mg, 0.0330 mmol) in methanol (0.40 mL) at room temperature, and the mixture was stirred at room temperature for seven hours. The mixture was acidified with dilute hydrochloric acid aqueous solution, followed by extraction with ethyl acetate. The extract was dried ov... Reactants: O=C([O-])[O-], COC(=O)c1ccc(OC)cc1OS(=O)(=O)C(F)(F)F, Cc1ccccc1, CCO, [Cl-], OB(O)c1ccc(C(F)(F)F)cc1, [Li+], [Na+], [Na+], c1ccc(P(c2ccccc2)(c2ccccc2)[Pd](P(c2ccccc2)(c2ccccc2)c2ccccc2)(P(c2ccccc2)(c2ccccc2)c2ccccc2)P(c2ccccc2)(c2ccccc2)c2ccccc2)cc1. The product is COC(=O)c1ccc(OC)cc1-c1ccc(C(F)(F)F)cc1. As a reaction SMILES: [C:23](=[O:24])([O-:25])[O-:26].[CH3:1][O:2][C:3]([c:4]1[c:5]([O:12][S:13]([C:14]([F:15])([F:16])[F:17])(=[O:18])=[O:19])[cH:6][c:7]([O:10][CH3:11])[cH:8][cH:9]1)=[O:20].[CH3:42][c:43]1[cH:44][cH:45][cH:46][cH:47][cH:48]1.[CH3:49][CH2:50][OH:51].[Cl-:21].[F:29][C:30]([c:31]1[cH:32][cH:33][c:34]([B:37]([OH:38])[OH:39])[cH:35][cH:36]1)([F:40])[F:41].[Li+:22].[Na+:27].[Na+:28].[cH:52]1[cH:53][cH:54][c:55]([P:56]([Pd:57]([P:58]([c:59]2[cH:60][cH:61][cH:62][cH:63][cH:64]2)([c:65]2[cH:66][cH:67][cH:68][cH:69][cH:70]2)[c:71]2[cH:72][cH:73][cH:74][cH:75][cH:76]2)([P:77]([c:78]2[cH:79][cH:80][cH:81][cH:82][cH:83]2)([c:84]2[cH:85][cH:86][cH:87][cH:88][cH:89]2)[c:90]2[cH:91][cH:92][cH:93][cH:94][cH:95]2)[P:96]([c:97]2[cH:98][cH:99][cH:100][cH:101][cH:102]2)([c:103]2[cH:104][cH:105][cH:106][cH:107][cH:108]2)[c:109]2[cH:110][cH:111][cH:112][cH:113][cH:114]2)([c:115]2[cH:116][cH:117][cH:118][cH:119][cH:120]2)[c:121]2[cH:122][cH:123][cH:124][cH:125][cH:126]2)[cH:127][cH:128]1>>[CH3:1][O:2][C:3]([c:4]1[c:5](-[c:34]2[cH:33][cH:32][c:31]([C:30]([F:29])([F:40])[F:41])[cH:36][cH:35]2)[cH:6][c:7]([O:10][CH3:11])[cH:8][cH:9]1)=[O:20]. Reactants: CC1=CCOc2cc(OCc3ccccc3)ccc21, ClCCl, CN(C)C=O, O=P(Cl)(Cl)Cl. The product is CC1=C(C=O)COc2cc(OCc3ccccc3)ccc21. As a reaction SMILES: [CH2:11]([c:12]1[cH:13][cH:14][cH:15][cH:16][cH:17]1)[O:18][c:19]1[cH:20][cH:21][c:22]2[c:27]([cH:28]1)[O:26][CH2:25][CH:24]=[C:23]2[CH3:29].[Cl:30][CH2:31][Cl:32].[O:1]=[CH:2][N:3]([CH3:4])[CH3:5].[P:6]([Cl:7])([Cl:8])([Cl:9])=[O:10]>>[O:1]=[CH:2][C:24]1=[C:23]([CH3:29])[c:22]2[cH:21][cH:20][c:19]([O:18][CH2:11][c:12]3[cH:13][cH:14][cH:15][cH:16][cH:17]3)[cH:28][c:27]2[O:26][CH2:25]1. The reactants are NC1=C(C=C(C=C1)C=1SC=CC1)NC(=O)C1=CC2=C(S1)C=CC(=C2)Br (N-(2-Amino-5-(thiophen-2-yl)phenyl)-5-bromobenzo[b]thiophene-2-carboxamide), B(C1=CN=CC=C1)(O)O (pyridin-3-yl-3-boronic acid), CC1=CC=CC=C1P(C2=CC=CC=C2C)C3=CC=CC=C3C (tri-o-toly phosphine), C([O-])([O-])=O.[K+].[K+] (potassium carbonate). Reagents/catalysts: C=1C=CC(=CC1)[P](C=2C=CC=CC2)(C=3C=CC=CC3)[Pd]([P](C=4C=CC=CC4)(C=5C=CC=CC5)C=6C=CC=CC6)([P](C=7C=CC=CC7)(C=8C=CC=CC8)C=9C=CC=CC9)[P](C=1C=CC=CC1)(C=1C=CC=CC1)C=1C=CC=CC1 (Pd(PPh3)4). Solvent: COCCOC.O (DME water). Run at temperature 80 celsius, time 15 minute. The product is NC1=C(C=C(C=C1)C=1SC=CC1)NC(=O)C1=CC2=C(S1)C=CC(=C2)C=2C=NC=CC2 (N-(2-Amino-5-(thiophen-2-yl)phenyl)-5-(pyridin-3-yl)benzo[b]thiophene-2-carboxamide). Yield: 72.0%. RXN SMILES: [NH2:1][C:2]1[CH:7]=[CH:6][C:5]([C:8]2[S:9][CH:10]=[CH:11][CH:12]=2)=[CH:4][C:3]=1[NH:13][C:14]([C:16]1[S:20][C:19]2[CH:21]=[CH:22][C:23](Br)=[CH:24][C:18]=2[CH:17]=1)=[O:15].B(O)(O)[C:27]1[CH:32]=[CH:31][CH:30]=[N:29][CH:28]=1.CC1C(P(C2C(C)=CC=CC=2)C2C(C)=CC=CC=2)=CC=CC=1.C(=O)([O-])[O-].[K+].[K+]>C1C=CC([P]([Pd]([P](C2C=CC=CC=2)(C2C=CC=CC=2)C2C=CC=CC=2)([P](C2C=CC=CC=2)(C2C=CC=CC=2)C2C=CC=CC=2)[P](C2C=CC=CC=2)(C2C=CC=CC=2)C2C=CC=CC=2)(C2C=CC=CC=2)C2C=CC=CC=2)=CC=1.COCCOC.O>[NH2:1][C:2]1[CH:7]=[CH:6][C:5]([C:8]2[S:9][CH:10]=[CH:11][CH:12]=2)=[CH:4][C:3]=1[NH:13][C:14]([C:16]1[S:20][C:19]2[CH:21]=[CH:22][C:23]([C:27]3[CH:28]=[N:29][CH:30]=[CH:31][CH:32]=3)=[CH:24][C:18]=2[CH:17]=1)=[O:15] |f:3.4.5,7.8,^1:66,68,87,106|. Procedure: To a stirred solution of 261a (120 mg, 0.26 mmol) and pyridin-3-yl-3-boronic acid (123 mg, 0.34 mmol) in a 2:1 mixture of DME-water (9 mL), was added Pd(PPh3)4 (22 mg, 0.018 mmol), tri-o-toly phosphine (6 mg, 0.018 mmol) and potassium carbonate (109 mg, 0.79 mmol). The solution was degassed with N2 for 5 minutes and then heated at 80° C. for 15 hours. Water (50 mL) was added and the mixture was extracted with ethyl acetate (2×40 mL). The organic layer was separated, dried with sodium sulfate and... The reactants are C(C)(C)(C)OC1=C(CN(CCCCCCC2CCC(CC2)C2=C(C=CC=C2)OC)CC2=NC=CC=C2)C=CC=C1 (N-(2-tert-butoxybenzyl)-6-(4-(2-methoxyphenyl)cyclohexyl)-N-(pyridin-2-ylmethyl)hexan-1-amine), BrCCCCCCN(CC1=NC=CC=C1)CC1=C(C=CC=C1)OC(C)(C)C (6-bromo-N-(2-tert-butoxybenzyl)-N-(pyridin-2-ylmethyl)hexan-1-amine), COC=1C=C2CNCC2=CC1OC (5,6-dimethoxyisoindoline). The product is C(C)(C)(C)OC1=C(CN(CCCCCCN2CC3=CC(=C(C=C3C2)OC)OC)CC2=NC=CC=C2)C=CC=C1 (N-(2-tert-butoxybenzyl)-6-(5,6-dimethoxyisoindolin-2-yl)-N-(pyridin-2-ylmethyl)hexan-1-amine). The yield is 60.0%. Reaction SMILES: C(OC1C=CC=CC=1CN(CC1C=CC=CN=1)CCCCCCC1CCC(C2C=CC=CC=2OC)CC1)(C)(C)C.Br[CH2:42][CH2:43][CH2:44][CH2:45][CH2:46][CH2:47][N:48]([CH2:56][C:57]1[CH:62]=[CH:61][CH:60]=[CH:59][C:58]=1[O:63][C:64]([CH3:67])([CH3:66])[CH3:65])[CH2:49][C:50]1[CH:55]=[CH:54][CH:53]=[CH:52][N:51]=1.[CH3:68][O:69][C:70]1[CH:71]=[C:72]2[C:76](=[CH:77][C:78]=1[O:79][CH3:80])[CH2:75][NH:74][CH2:73]2>>[C:64]([O:63][C:58]1[CH:59]=[CH:60][CH:61]=[CH:62][C:57]=1[CH2:56][N:48]([CH2:49][C:50]1[CH:55]=[CH:54][CH:53]=[CH:52][N:51]=1)[CH2:47][CH2:46][CH2:45][CH2:44][CH2:43][CH2:42][N:74]1[CH2:75][C:76]2[C:72](=[CH:71][C:70]([O:69][CH3:68])=[C:78]([O:79][CH3:80])[CH:77]=2)[CH2:73]1)([CH3:67])([CH3:66])[CH3:65]. Procedure: The same procedure as described for compound 11 was applied to starting material 10 (0.428 g, 0.988 mmol) and 5,6-dimethoxyisoindoline (0.175 g, 0.975 mmol). Purification was carried out on a silica gel TLC plate that was developed in with a 5% methanolic NH3 (7 M NH3 in methanol/95% CH2Cl2. The product was isolated as pale yellow oil (60%). 1H NMR (CDCl3) δ 8.446 (dd, 1H, Ar), 7.72 (m, 3H, Ar), 7.062 (m, 2H, Ar), 6.981 (ddd, 2H, Ar), 6.888 (s, 2H, Ar), 3.816 (s, 4H, —CH2—CH2—), 3.792 (s, 6H, —O...